Dataset: the Open Reaction Database (ORD), a public repository of structured organic reaction records. Task: describe an organic reaction: reactants, conditions, products, and yield The reactants are CO, Cl, O=Cc1ccc([N+](=O)[O-])cc1, NO, [Na+], [Na+], O=C([O-])[O-], O. The product is O=[N+]([O-])c1ccc(C=NO)cc1. As a reaction SMILES: [CH3:12][OH:13].[ClH:14].[N+:1](=[O:2])([O-:3])[c:4]1[cH:5][cH:6][c:7]([CH:8]=[O:9])[cH:10][cH:11]1.[NH2:15][OH:16].[Na+:17].[Na+:18].[O-:19][C:20](=[O:21])[O-:22].[OH2:23]>>[N+:1](=[O:2])([O-:3])[c:4]1[cH:5][cH:6][c:7]([CH:8]=[N:15][OH:16])[cH:10][cH:11]1. Starting materials: Cl (hydrochloric acid), FC(OC=1C=C(C=CC1)C(C(=O)OCC)C(=O)OCC)(F)F (Diethyl 3-trifluoromethoxyphenylmalonate), [OH-].[Na+] (sodium hydroxide), [Cl-].[Na+] (sodium chloride), ice. The product is FC(OC=1C=C(C=CC1)C(C(=O)O)C(=O)O)(F)F (2[3-(trifluoromethoxy)phenyl]propanedioic acid). Yield: 90.4%. As a reaction SMILES: [F:1][C:2]([F:22])([F:21])[O:3][C:4]1[CH:5]=[C:6]([CH:10]([C:16]([O:18]CC)=[O:17])[C:11]([O:13]CC)=[O:12])[CH:7]=[CH:8][CH:9]=1.[OH-].[Na+].Cl.[Cl-].[Na+]>>[F:1][C:2]([F:21])([F:22])[O:3][C:4]1[CH:5]=[C:6]([CH:10]([C:16]([OH:18])=[O:17])[C:11]([OH:13])=[O:12])[CH:7]=[CH:8][CH:9]=1 |f:1.2,4.5|. Reported procedure: Diethyl 3-trifluoromethoxyphenylmalonate (3.00 g, 9.38 mmol) was stirred in an aqueous sodium hydroxide solution (15 g, 20% by weight) at 65° C. for 10 min. The reaction mixture was then cooled in an ice bath, and ice (7 g) was added to the reaction mixture, followed by 6 N hydrochloric acid to adjust the pH to about 2. The aqueous mixture was saturated with sodium chloride and extracted with ethyl acetate three times. The combined organic phases were dried (MgSO4) and concentrated to give a sol... Reactants: N1(CCCCC1)CC(=O)N(C)C1=CC=C(C=C1)[N+](=O)[O-] (4-(N-piperidinomethylcarbonyl-N-methyl-amino)-nitrobenzene). The reagents and catalysts are [Pd] (palladium/charcoal). The solvent is CO (methanol). Yields the product N1(CCCCC1)CC(=O)N(C)C1=CC=C(N)C=C1 (4-(N-piperidinomethylcarbonyl-N-methyl-amino)-aniline). RXN SMILES: [N:1]1([CH2:7][C:8]([N:10]([C:12]2[CH:17]=[CH:16][C:15]([N+:18]([O-])=O)=[CH:14][CH:13]=2)[CH3:11])=[O:9])[CH2:6][CH2:5][CH2:4][CH2:3][CH2:2]1>CO.[Pd]>[N:1]1([CH2:7][C:8]([N:10]([C:12]2[CH:13]=[CH:14][C:15]([NH2:18])=[CH:16][CH:17]=2)[CH3:11])=[O:9])[CH2:6][CH2:5][CH2:4][CH2:3][CH2:2]1. Procedure details: Prepared analogously to Example Id by catalytic hydrogenation of 4-(N-piperidinomethylcarbonyl-N-methyl-amino)-nitrobenzene in methanol over palladium/charcoal. Starting materials: CC(=O)c1cccc(-c2ccnc(Cl)c2)c1, [K+], [K+], NC(=O)c1ccccc1, O=C([O-])[O-], CC(=O)[O-], CC(=O)[O-], C1COCCO1, [Pd+2]. The product is CC(=O)c1cccc(-c2ccnc(NC(=O)c3ccccc3)c2)c1. As a reaction SMILES: [Cl:1][c:2]1[n:3][cH:4][cH:5][c:6](-[c:8]2[cH:9][c:10]([C:14]([CH3:15])=[O:16])[cH:11][cH:12][cH:13]2)[cH:7]1.[K+:26].[K+:27].[NH2:17][C:18](=[O:19])[c:20]1[cH:21][cH:22][cH:23][cH:24][cH:25]1.[O-:28][C:29]([O-:30])=[O:31].[O-:39][C:40]([CH3:41])=[O:42].[O-:43][C:44]([CH3:45])=[O:46].[O:32]1[CH2:33][CH2:34][O:35][CH2:36][CH2:37]1.[Pd+2:38]>>[c:2]1([NH:17][C:18](=[O:19])[c:20]2[cH:21][cH:22][cH:23][cH:24][cH:25]2)[n:3][cH:4][cH:5][c:6](-[c:8]2[cH:9][c:10]([C:14]([CH3:15])=[O:16])[cH:11][cH:12][cH:13]2)[cH:7]1. The reactants are O1C(=O)C(=CC2=CC=CC=C12)OCCCCCCC1=C(C(=O)O)C=CC=C1 (coumarin-oxyhexylbenzoic acid), O1C(=O)C(=CC2=CC=CC=C12)OCCCCCCC1=C(C(=O)O)C=CC=C1 (coumarin-oxyhexylbenzoic acid), S(=O)(Cl)Cl (thionylchloride). The solvent is C(Cl)Cl (methylene chloride). Conditions: temperature 35 celsius, time 5 hour. The product is O1C(=O)C(=CC2=CC=CC=C12)OCCCCCCC1=C(C(=O)Cl)C=CC=C1 (coumarin-oxyhexylbenzoyl chloride). RXN SMILES: [O:1]1[C:11]2[C:6](=[CH:7][CH:8]=[CH:9][CH:10]=2)[CH:5]=[C:4]([O:12][CH2:13][CH2:14][CH2:15][CH2:16][CH2:17][CH2:18][C:19]2[CH:27]=[CH:26][CH:25]=[CH:24][C:20]=2[C:21](O)=[O:22])[C:2]1=[O:3].S(Cl)([Cl:30])=O>C(Cl)Cl>[O:1]1[C:11]2[C:6](=[CH:7][CH:8]=[CH:9][CH:10]=2)[CH:5]=[C:4]([O:12][CH2:13][CH2:14][CH2:15][CH2:16][CH2:17][CH2:18][C:19]2[CH:27]=[CH:26][CH:25]=[CH:24][C:20]=2[C:21]([Cl:30])=[O:22])[C:2]1=[O:3]. Reported procedure: Under a nitrogen atmosphere, about 5 g (about 13.075 mmol, about 1 eq) coumarin-oxyhexylbenzoic acid (compound 3) was put into about 100 ml of methylene chloride, and about 1.71 g of thionylchloride (about 14.383 mmol, about 1.1 eq) was added thereto, and the mixture was then stirred at about 35° C. for about 5 hours to form a reaction solution. Subsequently, a solvent was removed from the reaction solution, and then the residual was recrystallized using ethylacetate/hexane to obtain coumarin-ox... The reactants are CCOC(C)=O, CC(=O)[O-], CC=NO, Cl, [Cu+2], O=N[O-], COC(=O)NCc1cc(N)ccc1Cl, [Na+], [Na+], O, O=S(=O)([O-])[O-], Cc1ccccc1. Yields the product COC(=O)NCc1cc(C(C)=NO)ccc1Cl. As a reaction SMILES: [C:42]([O:43][CH2:44][CH3:45])(=[O:46])[CH3:47].[CH3:20][C:21](=[O:22])[O-:23].[CH:24]([CH3:25])=[N:26][OH:27].[ClH:28].[Cu+2:34].[N:15]([O-:16])=[O:17].[NH2:1][c:2]1[cH:3][cH:4][c:5]([Cl:14])[c:6]([CH2:7][NH:8][C:9]([O:10][CH3:11])=[O:12])[cH:13]1.[Na+:18].[Na+:19].[OH2:48].[S:29]([O-:30])([O-:31])(=[O:32])=[O:33].[c:35]1([CH3:36])[cH:37][cH:38][cH:39][cH:40][cH:41]1>>[c:2]1([C:24]([CH3:25])=[N:26][OH:27])[cH:3][cH:4][c:5]([Cl:14])[c:6]([CH2:7][NH:8][C:9]([O:10][CH3:11])=[O:12])[cH:13]1. The reactants are O1C(=CC=C1)CSCCC(=O)NN (3-[(2-furanylmethyl)thio]propanoic acid, hydrazide), S1C(=CC=C1)CSCCC(=O)OC (Methyl 3-[(2-thienylmethyl)thio]propanoate). Product: S1C(=CC=C1)CSCCC(=O)NN (3-[(2-thienylmethyl)thio]propanoic acid, hydrazide). Reaction SMILES: O1[CH:5]=[CH:4][CH:3]=[C:2]1[CH2:6][S:7][CH2:8][CH2:9][C:10]([NH:12][NH2:13])=[O:11].[S:14]1C=CC=C1CSCCC(OC)=O>>[S:14]1[CH:5]=[CH:4][CH:3]=[C:2]1[CH2:6][S:7][CH2:8][CH2:9][C:10]([NH:12][NH2:13])=[O:11]. Procedure details: 3-[(2-thienylmethyl)thio]propanoic acid, hydrazide (56) was prepared in the manner that 3-[(2-furanylmethyl)thio]propanoic acid, hydrazide (12) was prepared (Example 12) on a 23 mmol scale from methyl 3-[(2-thienylmethyl)thio]propanoate (55). After the solvent was removed under vacuum, 2.77 g (69%) of the product, which was a water white viscous liquid, was recovered and was used immediately in the manner described in Example 57, below.